The task is: describe an organic reaction: reactants, conditions, products, and yield. This data is from the Open Reaction Database (ORD), a public repository of structured organic reaction records. The reactants are [H-].[Na+] (sodium hydride), C(C)(=O)OCC(CCC1=CC=C(C=C1)O)NC(C)=O (2-acetamido-4-(4-hydroxyphenyl)butyl acetate), C(CCCCCC)Br (heptyl bromide), [I-].[K+] (potassium iodide). Solvent: CN(C=O)C (dimethylformamide), O1CCCC1 (tetrahydrofuran), C(C)(=O)OCC.CCCCCC (ethyl acetate hexane), CN(C=O)C (dimethylformamide), O (water). Conditions: time 50 minute. Yields the product C(C)(=O)OCC(CCC1=CC=C(C=C1)OCCCCCCC)NC(C)=O (2-Acetamido-4-(4-heptyloxyphenyl)butyl acetate). Yield: 42.9%. As a reaction SMILES: [H-].[Na+].[C:3]([O:6][CH2:7][CH:8]([NH:18][C:19](=[O:21])[CH3:20])[CH2:9][CH2:10][C:11]1[CH:16]=[CH:15][C:14]([OH:17])=[CH:13][CH:12]=1)(=[O:5])[CH3:4].[CH2:22](Br)[CH2:23][CH2:24][CH2:25][CH2:26][CH2:27][CH3:28].[I-].[K+]>CN(C)C=O.O1CCCC1.C(OCC)(=O)C.CCCCCC.O>[C:3]([O:6][CH2:7][CH:8]([NH:18][C:19](=[O:21])[CH3:20])[CH2:9][CH2:10][C:11]1[CH:12]=[CH:13][C:14]([O:17][CH2:22][CH2:23][CH2:24][CH2:25][CH2:26][CH2:27][CH3:28])=[CH:15][CH:16]=1)(=[O:5])[CH3:4] |f:0.1,4.5,8.9|. Procedure details: To a suspension of sodium hydride (0.076 g) in dimethylformamide (1 ml) and tetrahydrofuran (1 ml), under a nitrogen atmosphere, a solution of 2-acetamido-4-(4-hydroxyphenyl)butyl acetate (0.51 g) in dimethylformamide (2 ml) was added and the mixture was stirred at room temperature for 50 minutes. Then, to the solution, heptyl bromide (0.35 g) and catalytic amount of potassium iodide were added and the mixture was stirred at 60° C. for 4 hours and 40 minutes. Then, the reaction mixture was poure... Starting materials: C1(=CC=CC=C1)C=1NC=2C=CC=C3C2C1CCNC3=O (2-Phenyl-3,4,5,6-tetrahydro-1H-azepino[5,4,3-cd]indol-6-one), tricyclic bromide, C(=O)(O)C1=CC=C(C=C1)B(O)O (4-carboxyphenylboronic acid). Yields the product O=C1NCCC2=C(NC=3C=CC=C1C23)C2=CC=C(C(=O)O)C=C2 (4-(6-oxo-3,4,5,6-tetrahydro-1H-azepino[5,4,3-cd]indol-2-yl)-benzoic acid). As a reaction SMILES: [C:1]1([C:7]2[NH:8][C:9]3[CH:10]=[CH:11][CH:12]=[C:13]4[C:19](=[O:20])[NH:18][CH2:17][CH2:16][C:15]=2[C:14]=34)[CH:6]=[CH:5][CH:4]=[CH:3][CH:2]=1.[C:21](C1C=CC(B(O)O)=CC=1)([OH:23])=[O:22]>>[O:20]=[C:19]1[C:13]2[C:14]3[C:15](=[C:7]([C:1]4[CH:2]=[CH:3][C:4]([C:21]([OH:23])=[O:22])=[CH:5][CH:6]=4)[NH:8][C:9]=3[CH:10]=[CH:11][CH:12]=2)[CH2:16][CH2:17][NH:18]1. Procedure: In a manner similar to that described for Compound 12, the tricyclic bromide (530 mg, 2.00 mmol) and 4-carboxyphenylboronic acid (365 mg, 2.20 mmol) were coupled to yield 4-(6-oxo-3,4,5,6-tetrahydro-1H-azepino[5,4,3-cd]indol-2-yl)-benzoic acid, 340 mg (56%) as a pale yellow solid: m.p. 345.5-346.5° C. (dec); 1H NMR (300 MHz, d6-DMSO) δ 3.10 (m, 2H), 3.40 (m, 2H), 7.25 (t, J=7.8 Hz, 1H), 7.59 (dd, J=8.1, 0.9 Hz, 1H), 7.70 (dd, J=7.5, 0.6 Hz, 1H), 7.78 (m, 2H), 8.10 (m, 3H), 11.73 (br s, 1H), 13.0... The reactants are N1(N=CC=C1)C1=CC=C(C(=O)OCC)C=C1 (ethyl 4-(1H-pyrazol-1-yl)benzoate), [BH4-].[Na+] (sodium borohydride), [Cl-].[Ca+2].[Cl-] (calcium chloride). Run in C1CCOC1 (THF), Cl (hydrochloric acid). Conditions: time 16 hour. Yields the product N1(N=CC=C1)C1=CC=C(C=C1)CO ([4-(1H-pyrazol-1-yl)phenyl]methanol). Yield: 83.5%. RXN SMILES: [N:1]1([C:6]2[CH:16]=[CH:15][C:9]([C:10](OCC)=[O:11])=[CH:8][CH:7]=2)[CH:5]=[CH:4][CH:3]=[N:2]1.[BH4-].[Na+].[Cl-].[Ca+2].[Cl-]>C1COCC1.Cl>[N:1]1([C:6]2[CH:16]=[CH:15][C:9]([CH2:10][OH:11])=[CH:8][CH:7]=2)[CH:5]=[CH:4][CH:3]=[N:2]1 |f:1.2,3.4.5|. Procedure: To a solution of ethyl 4-(1H-pyrazol-1-yl)benzoate (73.7 g) in THF (500 mL) were added sodium borohydride (19.5 g) and calcium chloride (56.8 g) under ice-cooling, and the mixture was stirred at room temperature for 16 hr, and then heated with reflux for 2 days. The reaction mixture was diluted with 1N hydrochloric acid, and the mixture was extracted with ethyl acetate (×4). The organic layer was washed with saturated brine, and dried over anhydrous sodium sulfate. The solvent was evaporated und... Reactants: C=CCBr, CC(C)(C)OC(=O)N1CCC(c2ccc(OCCCOc3ccccc3Cl)cc2)C(O)C1. The product is C=CCOC1CN(C(=O)OC(C)(C)C)CCC1c1ccc(OCCCOc2ccccc2Cl)cc1. As a reaction SMILES: [CH2:33]([CH:34]=[CH2:35])[Br:36].[Cl:1][c:2]1[c:3]([O:4][CH2:5][CH2:6][CH2:7][O:8][c:9]2[cH:10][cH:11][c:12]([CH:15]3[CH:16]([OH:28])[CH2:17][N:18]([C:21](=[O:22])[O:23][C:24]([CH3:25])([CH3:26])[CH3:27])[CH2:19][CH2:20]3)[cH:13][cH:14]2)[cH:29][cH:30][cH:31][cH:32]1>>[Cl:1][c:2]1[c:3]([O:4][CH2:5][CH2:6][CH2:7][O:8][c:9]2[cH:10][cH:11][c:12]([CH:15]3[CH:16]([O:28][CH2:35][CH:34]=[CH2:33])[CH2:17][N:18]([C:21](=[O:22])[O:23][C:24]([CH3:25])([CH3:26])[CH3:27])[CH2:19][CH2:20]3)[cH:13][cH:14]2)[cH:29][cH:30][cH:31][cH:32]1. Starting materials: CCN(C(C)C)C(C)C, CCCO, CS(C)=O, CCOC(C)=O, CCCCCC, Clc1ncnc2nc[nH]c12, Clc1ncnc2c1ncn2C1CCCO1, NCc1cccc(O)c1. Product: Oc1cccc(CNc2ncnc3c2ncn3C2CCCO2)c1. As a reaction SMILES: [CH2:35]([N:36]([CH:37]([CH3:38])[CH3:39])[CH:40]([CH3:41])[CH3:42])[CH3:43].[CH2:44]([OH:45])[CH2:46][CH3:47].[CH3:48][S:49]([CH3:50])=[O:51].[CH3:52][CH2:53][O:54][C:55]([CH3:56])=[O:57].[CH3:58][CH2:59][CH2:60][CH2:61][CH2:62][CH3:63].[Cl:16][c:17]1[n:18][cH:19][n:20][c:21]2[c:22]1[nH:23][cH:24][n:25]2.[Cl:1][c:2]1[c:3]2[n:4][cH:5][n:6]([CH:11]3[O:12][CH2:13][CH2:14][CH2:15]3)[c:7]2[n:8][cH:9][n:10]1.[OH:26][c:27]1[cH:28][c:29]([CH2:30][NH2:31])[cH:32][cH:33][cH:34]1>>[c:2]1([NH:31][CH2:30][c:29]2[cH:28][c:27]([OH:26])[cH:34][cH:33][cH:32]2)[c:3]2[n:4][cH:5][n:6]([CH:11]3[O:12][CH2:13][CH2:14][CH2:15]3)[c:7]2[n:8][cH:9][n:10]1. The reactants are CC(CC1=CC=C(C=C1)OC)N=C(C(=O)C1=CC=CC=C1)OC (α-(α-methyl-4-methoxyphenethylimino)-2-methoxyacetophenone), [BH4-].[Na+] (sodium borohydride), C(C1=CC=CC=C1)O (benzylalcohol), Cl (hydrogen chloride), CC(CC1=CC=C(C=C1)OC)NCC(C1=C(C=CC=C1)OC)O (α-[(α-methyl-4-methoxyphenethylamino)methyl]-2-methoxybenzylalcohol), Cl (hydrochloride). Solvent: C(C)O (ethanol). The product is Cl.CC(CC1=CC=C(C=C1)OC)NCC(C1=C(C=CC=C1)OC)O (α-[(α-methyl-4-methoxyphenethylamino)methyl]-2-methoxybenzylalcohol hydrochloride). RXN SMILES: CC(N=C(OC)C(C1C=CC=CC=1)=O)CC1C=CC(OC)=CC=1.[BH4-].[Na+].[CH3:26][CH:27]([NH:37][CH2:38][CH:39]([OH:48])[C:40]1[CH:45]=[CH:44][CH:43]=[CH:42][C:41]=1[O:46][CH3:47])[CH2:28][C:29]1[CH:34]=[CH:33][C:32]([O:35][CH3:36])=[CH:31][CH:30]=1.C(O)C1C=CC=CC=1.[ClH:57]>C(O)C>[ClH:57].[CH3:26][CH:27]([NH:37][CH2:38][CH:39]([OH:48])[C:40]1[CH:45]=[CH:44][CH:43]=[CH:42][C:41]=1[O:46][CH3:47])[CH2:28][C:29]1[CH:30]=[CH:31][C:32]([O:35][CH3:36])=[CH:33][CH:34]=1 |f:1.2,7.8|. Procedure: A mixture of the α-(α-methyl-4-methoxyphenethylimino)-2-methoxyacetophenone solution, 0.76 g of sodium borohydride and 12 ml of ethanol is treated in the same manner as described in Example 1-(3), whereby α-[(α-methyl-4-methoxyphenethylamino)methyl]-2-methoxybenzylalcohol [the mixture of two diastereoisomers] is obtained as a crude oil. Said benzylalcohol [i.e., the mixture of two diastereoisomers] is treated with ethanolic hydrogen chloride to convert it into its hydrochloride, and the hydrochl...